From a dataset of the Open Reaction Database (ORD), a public repository of structured organic reaction records. describe an organic reaction: reactants, conditions, products, and yield The reactants are Cc1ccccc1, CC(C)(O)C#Cc1ccc(N)nc1, [Na+], [OH-]. Yields the product C#Cc1ccc(N)nc1. RXN SMILES: [CH3:16][c:17]1[cH:18][cH:19][cH:20][cH:21][cH:22]1.[NH2:1][c:2]1[cH:3][cH:4][c:5]([C:8]#[C:9][C:10]([CH3:11])([OH:12])[CH3:13])[cH:6][n:7]1.[Na+:15].[OH-:14]>>[NH2:1][c:2]1[cH:3][cH:4][c:5]([C:8]#[CH:9])[cH:6][n:7]1. Reactants: BrC(C(=O)OC)C1=CC=C(C=C1)OC1=CC=C(C=C1)Cl (Methyl α-bromo-α-[p-(p-chlorophenoxy)phenyl]acetate), C1(=CC=CC=C1)S (thiophenol). Solvent: CO (methanol). Yields the product C1(=CC=CC=C1)SC(C(=O)OC)C1=CC=C(C=C1)OC1=CC=C(C=C1)Cl (Methyl α-(phenylthio)-α-[p-(p-chlorophenoxy)phenyl]acetate). As a reaction SMILES: Br[CH:2]([C:7]1[CH:12]=[CH:11][C:10]([O:13][C:14]2[CH:19]=[CH:18][C:17]([Cl:20])=[CH:16][CH:15]=2)=[CH:9][CH:8]=1)[C:3]([O:5][CH3:6])=[O:4].[C:21]1([SH:27])[CH:26]=[CH:25][CH:24]=[CH:23][CH:22]=1>CO>[C:21]1([S:27][CH:2]([C:7]2[CH:12]=[CH:11][C:10]([O:13][C:14]3[CH:19]=[CH:18][C:17]([Cl:20])=[CH:16][CH:15]=3)=[CH:9][CH:8]=2)[C:3]([O:5][CH3:6])=[O:4])[CH:26]=[CH:25][CH:24]=[CH:23][CH:22]=1. Reported procedure: Methyl α-bromo-α-[p-(p-chlorophenoxy)phenyl]acetate (7.11 g) is reacted with 2.75 g of thiophenol in methanol, as in Example 16, to yield a yellow oil. After a brief distillation at 0.02 mm to remove volatile impurities, the residue is evaporatively distilled (173° C at 0.01 mm) to afford the product as a colorless oil which solidifies, mp 64°-68.5° C. A portion is recrystallized from hexane to give white plates, mp 71.5°-72.5° C. Starting materials: NC(N)=NC=1SC=C(N1)C=1C=NC=C(C1)C(=O)OC (2-(diaminomethyleneamino)-4-(5-methoxycarbonylpyridin-3-yl)thiazole), N (ammonia). Solvent: O1CCCC1 (tetrahydrofuran). Conditions: time 9.5 hour. The product is C(N)(=O)C=1C=C(C=NC1)C=1N=C(SC1)N=C(N)N (4-(5-carbamoylpyridin-3-yl)-2-(diaminomethyleneamino)thiazole). RXN SMILES: [NH2:1][C:2](=[N:4][C:5]1[S:6][CH:7]=[C:8]([C:10]2[CH:11]=[N:12][CH:13]=[C:14]([C:16]([O:18]C)=O)[CH:15]=2)[N:9]=1)[NH2:3].[NH3:20]>O1CCCC1>[C:16]([C:14]1[CH:15]=[C:10]([C:8]2[N:9]=[C:5]([N:4]=[C:2]([NH2:3])[NH2:1])[S:6][CH:7]=2)[CH:11]=[N:12][CH:13]=1)(=[O:18])[NH2:20]. Procedure: A suspension of 2-(diaminomethyleneamino)-4-(5-methoxycarbonylpyridin-3-yl)thiazole (500 mg) in 28% ammonia solution (15 ml) and tetrahydrofuran (15 ml) was stirred at room temperature for 9.5 hours. The solvent was removed under reduced pressure. The residue was washed with methanol to afford 4-(5-carbamoylpyridin-3-yl)-2-(diaminomethyleneamino)thiazole (350 mg). Starting materials: C(CCCC)N(C(=O)[C@H]1CC2=C(NC3=CC=CC=C23)CN1)CCCCC ((3R)-3-(N,N-dipentylcarbamoyl)-1,2,3,4-tetrahydro-9H-pyrido[3,4-b]indole), C1(=CC(=CC=C1)N=C=O)C (m-tolylisocyanate). Run in O1CCCC1 (tetrahydrofuran). Reaction conditions: time 1 hour. Yields the product C(CCCC)N(C(=O)[C@H]1CC2=C(NC3=CC=CC=C23)CN1C(NC1=CC(=CC=C1)C)=O)CCCCC ((3R)-3-(N,N-dipentylcarbamoyl)-2-(3-methylphenylcarbamoyl)-1,2,3,4-tetrahydro-9H-pyrido[3,4-b]indole). The yield is 75.9%. RXN SMILES: [CH2:1]([N:6]([CH2:22][CH2:23][CH2:24][CH2:25][CH3:26])[C:7]([C@@H:9]1[NH:21][CH2:20][C:12]2[NH:13][C:14]3[C:19]([C:11]=2[CH2:10]1)=[CH:18][CH:17]=[CH:16][CH:15]=3)=[O:8])[CH2:2][CH2:3][CH2:4][CH3:5].[C:27]1([CH3:36])[CH:32]=[CH:31][CH:30]=[C:29]([N:33]=[C:34]=[O:35])[CH:28]=1>O1CCCC1>[CH2:22]([N:6]([CH2:1][CH2:2][CH2:3][CH2:4][CH3:5])[C:7]([C@@H:9]1[N:21]([C:34](=[O:35])[NH:33][C:29]2[CH:30]=[CH:31][CH:32]=[C:27]([CH3:36])[CH:28]=2)[CH2:20][C:12]2[NH:13][C:14]3[C:19]([C:11]=2[CH2:10]1)=[CH:18][CH:17]=[CH:16][CH:15]=3)=[O:8])[CH2:23][CH2:24][CH2:25][CH3:26]. Procedure: 0.114 g (3R)-3-(N,N-dipentylcarbamoyl)-1,2,3,4-tetrahydro-9H-pyrido[3,4-b]indole is dissolved in 2 ml tetrahydrofuran and 42.7 mg of m-tolylisocyanate is added. The solution is stirred at room temperature for 1 hour, evaporated, and the residue triturated with hexane to give 0.119 g (3R)-3-(N,N-dipentylcarbamoyl)-2-(3-methylphenylcarbamoyl)-1,2,3,4-tetrahydro-9H-pyrido[3,4-b]indole, m.p. 154°-155° C. Reactants: O=C([O-])O, COc1cc2c(Oc3ccc(Cl)cc3F)ncnc2cc1OCCCN1CCS(=O)(=O)CC1, Cl, [Na+], O. Product: COc1cc2c(=O)[nH]cnc2cc1OCCCN1CCS(=O)(=O)CC1. RXN SMILES: [C:34](=[O:35])([O-:36])[OH:37].[Cl:1][c:2]1[cH:3][cH:4][c:5]([O:6][c:7]2[n:8][cH:9][n:10][c:11]3[cH:12][c:13]([O:19][CH2:20][CH2:21][CH2:22][N:23]4[CH2:24][CH2:25][S:26](=[O:29])(=[O:30])[CH2:27][CH2:28]4)[c:14]([O:17][CH3:18])[cH:15][c:16]23)[c:31]([F:32])[cH:33]1.[ClH:39].[Na+:38].[OH2:40]>>[O:6]=[c:7]1[nH:8][cH:9][n:10][c:11]2[cH:12][c:13]([O:19][CH2:20][CH2:21][CH2:22][N:23]3[CH2:24][CH2:25][S:26](=[O:29])(=[O:30])[CH2:27][CH2:28]3)[c:14]([O:17][CH3:18])[cH:15][c:16]12. Reactants: [Ni](Cl)Cl (nickel chloride), S (hydrogen sulfide), C1=CC2=NNN=C2C=C1 (btah), C1(=CC=CC=C1)C(=O)C(O)C1=CC=CC=C1 (benzoin), [P]=S (phosphorus sulfide), thiophosphoric ester, C1(=CC=CC=C1)C(=S)C(S)C1=CC=CC=C1 (dithiobenzoin). Solvent: O (water), O1CCOCC1 (dioxane), O (water). Product: [Ni].C1(=CC=CC=C1)C(=S)C(=S)C1=CC=CC=C1.C1(=CC=CC=C1)C(=S)C(=S)C1=CC=CC=C1 (bis(dithiobenzil) nickel). As a reaction SMILES: C1(C(C(C2C=CC=CC=2)O)=O)C=CC=CC=1.[P]=S.[C:19]1([C:25]([CH:27]([C:29]2[CH:34]=[CH:33][CH:32]=[CH:31][CH:30]=2)[SH:28])=[S:26])[CH:24]=[CH:23][CH:22]=[CH:21][CH:20]=1.S.[Ni:36](Cl)Cl.C1C=CC2C(=NNN=2)C=1>O.O1CCOCC1>[Ni:36].[C:29]1([C:27]([C:25]([C:19]2[CH:24]=[CH:23][CH:22]=[CH:21][CH:20]=2)=[S:26])=[S:28])[CH:30]=[CH:31][CH:32]=[CH:33][CH:34]=1.[C:29]1([C:27]([C:25]([C:19]2[CH:24]=[CH:23][CH:22]=[CH:21][CH:20]=2)=[S:26])=[S:28])[CH:30]=[CH:31][CH:32]=[CH:33][CH:34]=1 |f:8.9.10,^1:16|. Procedure details: The oxidation inhibitor, bis(dithiobenzil) nickel is prepared by adding a mixture of 100 grams of benzoin, 150 grams of phosphorus sulfide and 700 ml of dioxane to a 5 liter, single necked flask equipped with heating mantle and water cooled condenser. The above-described mixture is, then, refluxed for 2 hours, during which the thiophosphoric ester of dithiobenzoin is formed and hydrogen sulfide is evolved. The reaction mixture is cooled and a solution of 50 grams of nickel chloride (hydrated) in...